This data is from the Open Reaction Database (ORD), a public repository of structured organic reaction records. The task is: describe an organic reaction: reactants, conditions, products, and yield Starting materials: NC=1C=NC=CC1 (3-aminopyridine), ClC1=NN2C(C(=CC=C2)NCC2=C(C=CC=C2)OC)=N1 ((2-chloro-[1,2,4]triazolo[1,5-a]pyridin-8-yl)-(2-methoxy-benzyl)-amine). Yields the product COC1=C(CNC=2C=3N(C=CC2)N=C(N3)NC=3C=NC=CC3)C=CC=C1 (N(8)-(2-Methoxy-benzyl)-N(2)-pyridin-3-yl-[1,2,4]triazolo[1,5-a]pyridine-2,8-diamine), foam. Yield: 16.0%. As a reaction SMILES: [NH2:1][C:2]1[CH:3]=[N:4][CH:5]=[CH:6][CH:7]=1.Cl[C:9]1[N:27]=[C:12]2[C:13]([NH:17][CH2:18][C:19]3[CH:24]=[CH:23][CH:22]=[CH:21][C:20]=3[O:25][CH3:26])=[CH:14][CH:15]=[CH:16][N:11]2[N:10]=1>>[CH3:26][O:25][C:20]1[CH:21]=[CH:22][CH:23]=[CH:24][C:19]=1[CH2:18][NH:17][C:13]1[C:12]2[N:11]([N:10]=[C:9]([NH:1][C:2]3[CH:3]=[N:4][CH:5]=[CH:6][CH:7]=3)[N:27]=2)[CH:16]=[CH:15][CH:14]=1. Reported procedure: N(8)-(2-Methoxy-benzyl)-N(2)-pyridin-3-yl-[1,2,4]triazolo[1,5-a]pyridine-2,8-diamine was prepared from 3-aminopyridine (36.47 mg, 0.3875 mmol) and (2-chloro-[1,2,4]triazolo[1,5-a]pyridin-8-yl)-(2-methoxy-benzyl)-amine (99.9 mg, 0.346 mmol) in a manner analogous to Example 2d. Product isolated as an off-white foam (19.21 mg, 16%). 1H NMR (400 MHz, (D3C)2SO, δ, ppm): 9.68 (s, 1H), 8.88 (s, 1H), 8.21 (d, J=8.6 Hz, 1H), 8.09 (s, 1H), 7.99 (d, J=7.5 Hz, 1H), 7.33-7.20 (m, 3H), 7.03 (d, J=8.6 Hz, 1H),... The reactants are N#Cc1cnc2cc(F)cc(F)c2c1O, CN1CCC(O)CC1, CC(C)(C)[O-], CC(=O)O, [K+], C1CCOC1. Yields the product CN1CCC(Oc2cc(F)cc3ncc(C#N)c(O)c23)CC1. RXN SMILES: [C:1](#[N:2])[c:3]1[cH:4][n:5][c:6]2[cH:7][c:8]([F:15])[cH:9][c:10]([F:14])[c:11]2[c:12]1[OH:13].[CH3:16][N:17]1[CH2:18][CH2:19][CH:20]([OH:23])[CH2:21][CH2:22]1.[CH3:24][C:25]([CH3:26])([O-:27])[CH3:28].[CH3:30][C:31](=[O:32])[OH:33].[K+:29].[O:34]1[CH2:35][CH2:36][CH2:37][CH2:38]1>>[C:1](#[N:2])[c:3]1[cH:4][n:5][c:6]2[cH:7][c:8]([F:15])[cH:9][c:10]([O:23][CH:20]3[CH2:19][CH2:18][N:17]([CH3:16])[CH2:22][CH2:21]3)[c:11]2[c:12]1[OH:13]. The reactants are C(C)OC(C(CC1=C(C=C(C=C1)OC(CC=C)C1=C(N=C(S1)C1=CC=C(C=C1)C(F)(F)F)C)C)OCC)=O (2-ethoxy-3-(2-methyl-4-{1-[4-methyl-2-(4-trifluoromethyl-phenyl)-thiazol-5-yl]-but-3-enyloxy}-phenyl)-propionic acid ethyl ester), [Li+].[OH-] (LiOH). The product is C(C)OC(C(=O)O)CC1=C(C=C(C=C1)OC(CC=C)C1=C(N=C(S1)C1=CC=C(C=C1)C(F)(F)F)C)C (2-ethoxy-3-(2-methyl-4-{1-[4-methyl-2-(4-trifluoromethyl-phenyl)-thiazol-5-yl]-but-3-enyloxy}-phenyl)-propionic acid). As a reaction SMILES: C([O:3][C:4](=[O:38])[CH:5]([O:35][CH2:36][CH3:37])[CH2:6][C:7]1[CH:12]=[CH:11][C:10]([O:13][CH:14]([C:18]2[S:22][C:21]([C:23]3[CH:28]=[CH:27][C:26]([C:29]([F:32])([F:31])[F:30])=[CH:25][CH:24]=3)=[N:20][C:19]=2[CH3:33])[CH2:15][CH:16]=[CH2:17])=[CH:9][C:8]=1[CH3:34])C.[Li+].[OH-]>>[CH2:36]([O:35][CH:5]([CH2:6][C:7]1[CH:12]=[CH:11][C:10]([O:13][CH:14]([C:18]2[S:22][C:21]([C:23]3[CH:24]=[CH:25][C:26]([C:29]([F:30])([F:31])[F:32])=[CH:27][CH:28]=3)=[N:20][C:19]=2[CH3:33])[CH2:15][CH:16]=[CH2:17])=[CH:9][C:8]=1[CH3:34])[C:4]([OH:38])=[O:3])[CH3:37] |f:1.2|. Reported procedure: In analogy to the procedure described in example 10 d], 2-ethoxy-3-(2-methyl-4-{1-[4-methyl-2-(4-trifluoromethyl-phenyl)-thiazol-5-yl]-but-3-enyloxy}-phenyl)-propionic acid ethyl ester (mixture of two diastereomeric racemates) was treated with LiOH to obtain 2-ethoxy-3-(2-methyl-4-{1-[4-methyl-2-(4-trifluoromethyl-phenyl)-thiazol-5-yl]-but-3-enyloxy}-phenyl)-propionic acid as a mixture of two diastereomeric racemates as colorless solid. Reactants: FC1=C(C(=O)OC)C(=CC=C1OS(=O)(=O)C(F)(F)F)F (methyl 2,6-difluoro-3-(trifluoromethylsulfonyloxy)benzoate), FC=1C=C(C=CC1)B(O)O (3-fluorophenylboronic acid), C(=O)([O-])[O-].[K+].[K+] (K2CO3). Reagents/catalysts: C=1C=CC(=CC1)[P](C=2C=CC=CC2)(C=3C=CC=CC3)[Pd]([P](C=4C=CC=CC4)(C=5C=CC=CC5)C=6C=CC=CC6)([P](C=7C=CC=CC7)(C=8C=CC=CC8)C=9C=CC=CC9)[P](C=1C=CC=CC1)(C=1C=CC=CC1)C=1C=CC=CC1 (Pd(PPh3)4). The solvent is CO (MeOH), O1CCOCC1 (dioxane). Run at temperature 80 celsius. The product is FC1=C(C(=O)OC)C(=CC=C1C1=CC(=CC=C1)F)F (Methyl 2,6-difluoro-3-(3-fluorophenyl)benzoate). Isolated yield 67.9%. Reaction SMILES: [F:1][C:2]1[C:11](OS(C(F)(F)F)(=O)=O)=[CH:10][CH:9]=[C:8]([F:20])[C:3]=1[C:4]([O:6][CH3:7])=[O:5].[F:21][C:22]1[CH:23]=[C:24](B(O)O)[CH:25]=[CH:26][CH:27]=1.C([O-])([O-])=O.[K+].[K+]>CO.O1CCOCC1.C1C=CC([P]([Pd]([P](C2C=CC=CC=2)(C2C=CC=CC=2)C2C=CC=CC=2)([P](C2C=CC=CC=2)(C2C=CC=CC=2)C2C=CC=CC=2)[P](C2C=CC=CC=2)(C2C=CC=CC=2)C2C=CC=CC=2)(C2C=CC=CC=2)C2C=CC=CC=2)=CC=1>[F:1][C:2]1[C:11]([C:26]2[CH:25]=[CH:24][CH:23]=[C:22]([F:21])[CH:27]=2)=[CH:10][CH:9]=[C:8]([F:20])[C:3]=1[C:4]([O:6][CH3:7])=[O:5] |f:2.3.4,^1:48,50,69,88|. Reported procedure: A mixture of methyl 2,6-difluoro-3-(trifluoromethylsulfonyloxy)benzoate (3.0 g, 9.4 mmol, 1.0 eq), 3-fluorophenylboronic acid (1.57 g, 11.2 mmol, 1.2 eq), K2CO3 (5.2 g, 37.6 mmol, 4.0 eq) and Pd(PPh3)4 (543 mg, 0.47 mmol, 0.05 eq) in a mixture of MeOH (10 mL) and dioxane (30 mL) was heated to 80° C. under N2 overnight. After cooling, the resulting mixture was concentrated in vacuo and purified by flash column chromatography (EtOAc:petroleum ether, 0:1 to 1:10) to give the title compound as an oi... The product is C(C1=CC=CC=C1)ON1[C@@H]2CC[C@H](N(C1=O)C2)C(=O)N[C@@H]2CN(CC2)C(=O)OC(C)(C)C (tert-butyl (3S)-3-({[(2S,5R)-6-(benzyloxy)-7-oxo-1,6-diazabicyclo[3.2.1]oct-2-yl]carbonyl}amino)pyrrolidine-1-carboxylate). Reported procedure: To a solution of (2S,5R)-6-(phenylmethoxy)-7-oxo-1,6-diazabicyclo[3.2.1]octane-2-carboxylic acid (1 g, 3.62 mmol) in dry dichloromethane (30 mL) was added dimethylaminopyridine (884 mgL, 7.24 mmol), EDC (1.388 g, 7.24 mmol), and tert-butyl (3S)-3-aminopyrrolidine-1-carboxylate (742 mg, 3.98 mmol) sequentially at room temperature under nitrogen. The reaction mixture was stirred at room temperature over the weekend. The reaction mixture was then concentrated under vacuum and the residue was purifi... The reactants are C1(=CC=CC=C1)CON1[C@@H]2CC[C@H](N(C1=O)C2)C(=O)O ((2S,5R)-6-(phenylmethoxy)-7-oxo-1,6-diazabicyclo[3.2.1]octane-2-carboxylic acid), CN(C)C1=NC=CC=C1 (dimethylaminopyridine), C(CCl)Cl (EDC), N[C@@H]1CN(CC1)C(=O)OC(C)(C)C (tert-butyl (3S)-3-aminopyrrolidine-1-carboxylate). As a reaction SMILES: [C:1]1([CH2:7][O:8][N:9]2[C:15](=[O:16])[N:14]3[CH2:17][C@H:10]2[CH2:11][CH2:12][C@H:13]3[C:18]([OH:20])=O)[CH:6]=[CH:5][CH:4]=[CH:3][CH:2]=1.CN(C1C=CC=CN=1)C.C(Cl)CCl.[NH2:34][C@H:35]1[CH2:39][CH2:38][N:37]([C:40]([O:42][C:43]([CH3:46])([CH3:45])[CH3:44])=[O:41])[CH2:36]1>ClCCl>[CH2:7]([O:8][N:9]1[C:15](=[O:16])[N:14]2[CH2:17][C@H:10]1[CH2:11][CH2:12][C@H:13]2[C:18]([NH:34][C@H:35]1[CH2:39][CH2:38][N:37]([C:40]([O:42][C:43]([CH3:46])([CH3:45])[CH3:44])=[O:41])[CH2:36]1)=[O:20])[C:1]1[CH:2]=[CH:3][CH:4]=[CH:5][CH:6]=1. The solvent is ClCCl (dichloromethane). Procedure: Using general procedure E, quinuclidin-3-yl2-bromophenylcarbamate (130 mg, 0.400 mmol), phenylboronic acid (96 mg, 0.8 mmol) and [PdCl2(pddf)]CH2Cl2 gave the title compound as a white solid (112 mg, 87%). 1H NMR (400 MHz, CDCl3) δ 8.07 (br s, 1H), 7.55-7.33 (m, 6H), 7.25-7.21 (dd, J=7.6 & 1.6 Hz, 1H), 7.43 (td, J=8.0, 1.2 Hz, 1H), 6.65 (br s, 1H), 4.78 (m, 1H), 3.24 (m, 1H), 2.90-2.68 (m, 5H), 2.04 (m, 1H), 1.80-1.62 (m, 2H), 1.61-1.50 (m, 1H), 1.41-1.30 (m, 1H) ppm. 13C NMR (100 MHz, CDCl3) δ 1... Yield: 86.8%. Yields the product C1(=C(C=CC=C1)NC(OC1CN2CCC1CC2)=O)C2=CC=CC=C2 (quinuclidin-3-yl biphenyl-2-ylcarbamate). RXN SMILES: [N:1]12[CH2:8][CH2:7][CH:4]([CH2:5][CH2:6]1)[CH:3]([O:9][C:10](=[O:19])[NH:11][C:12]1[CH:17]=[CH:16][CH:15]=[CH:14][C:13]=1Br)[CH2:2]2.[C:20]1(B(O)O)[CH:25]=[CH:24][CH:23]=[CH:22][CH:21]=1>>[C:13]1([C:20]2[CH:25]=[CH:24][CH:23]=[CH:22][CH:21]=2)[CH:14]=[CH:15][CH:16]=[CH:17][C:12]=1[NH:11][C:10](=[O:19])[O:9][CH:3]1[CH:4]2[CH2:7][CH2:8][N:1]([CH2:6][CH2:5]2)[CH2:2]1. The reactants are N12CC(C(CC1)CC2)OC(NC2=C(C=CC=C2)Br)=O (quinuclidin-3-yl2-bromophenylcarbamate), C1(=CC=CC=C1)B(O)O (phenylboronic acid), [PdCl2(pddf)]CH2Cl2. Reactants: ClCCl (dichloromethane), COC(C(N1CC(CC(C1)=O)S)C1=C(C=CC=C1)Cl)=O ((2-chlorophenyl)-(3-mercapto-5-oxopiperidin-1-yl)-acetic acid methyl ester), CC(C)(C)OC(=O)CP(=O)(OC)OC (tert-butyl P,P-dimethylphosphonoacetate), [H-].[Na+] (sodium hydride). Solvent: C1CCOC1 (THF), C1CCOC1 (THF). The product is COC(CC1=C(C=CC=C1)Cl)=O ((2-chlorophenyl)-acetic acid methyl ester). Yield: 133.0%. Reported procedure: The crude (2-chlorophenyl)-(3-mercapto-5-oxopiperidin-1-yl)-acetic acid methyl ester (0.36 g, 1.14 mmol) was dissolved in THF (5 mL, argon sparged) and added to a mixture of tert-butyl P,P-dimethylphosphonoacetate (0.50 g, 2.23 mmol) and 60% sodium hydride (0.075 g, 1.87 mmol) in THF (4 mL, argon sparged), at room temperature under an argon atmosphere. After 20 minutes, dichloromethane (25 mL, argon sparged) was added and the mixture was washed with water (25 mL, argon sparged). The dichlorometh... Reaction SMILES: [CH3:1][O:2][C:3](=[O:20])[CH:4]([C:13]1[CH:18]=[CH:17][CH:16]=[CH:15][C:14]=1[Cl:19])N1CC(=O)CC(S)C1.CC(OC(CP(OC)(OC)=O)=O)(C)C.[H-].[Na+].ClCCl>C1COCC1>[CH3:1][O:2][C:3](=[O:20])[CH2:4][C:13]1[CH:18]=[CH:17][CH:16]=[CH:15][C:14]=1[Cl:19] |f:2.3|. Conditions: time 20 minute. Reactants: Cl (hydrochloric acid), CNCC1=CC=C(C=C1)Cl (N-Methyl-4-chlorobenzylamine), ClC1=NC(=C(C2=CC=CC=C12)CC(=O)O)C (1-chloro-3-methyl-4-isoquinoline acetic acid), O1CCOCC1 (p-dioxane). Run in CCOCC (ether). Product: Cl.ClC1=CC=C(CN(C)C2=NC(=C(C3=CC=CC=C23)CC(=O)O)C)C=C1 (1-(N-4-Chlorobenzyl-N-methyl-amino)-3-methyl-4-isoquinoline Acetic Acid Hydrochloride). RXN SMILES: [CH3:1][NH:2][CH2:3][C:4]1[CH:9]=[CH:8][C:7]([Cl:10])=[CH:6][CH:5]=1.Cl[C:12]1[C:21]2[C:16](=[CH:17][CH:18]=[CH:19][CH:20]=2)[C:15]([CH2:22][C:23]([OH:25])=[O:24])=[C:14]([CH3:26])[N:13]=1.O1CCOCC1.Cl>CCOCC>[ClH:10].[Cl:10][C:7]1[CH:8]=[CH:9][C:4]([CH2:3][N:2]([C:12]2[C:21]3[C:16](=[CH:17][CH:18]=[CH:19][CH:20]=3)[C:15]([CH2:22][C:23]([OH:25])=[O:24])=[C:14]([CH3:26])[N:13]=2)[CH3:1])=[CH:5][CH:6]=1 |f:5.6|. Procedure: N-Methyl-4-chlorobenzylamine (1.40 g., 9.0 mmol) and 1-chloro-3-methyl-4-isoquinoline acetic acid (770 mg., 3.0 mmol), prepared as in Example 8, were refluxed in 20 ml. p-dioxane for 16 hr. The cooled reaction mixture was partitioned between 200 ml ether and 50 ml 1 N sodium hydroxide. The ether rafinate was extracted with 2×30 ml 1 N sodium hydroxide. The combined basic phases were acidified to pH 6.5 with 6 N hydrochloric acid and extracted with 3×75 ml ethyl acetate. This organic phase was dr... Reactants: CCO, COC(=O)c1ccc(-c2nc(C)no2)s1, Cl, [Na+], [OH-]. Yields the product Cc1noc(-c2ccc(C(=O)O)s2)n1. RXN SMILES: [CH3:19][CH2:20][OH:21].[CH3:1][c:2]1[n:3][o:4][c:5](-[c:7]2[cH:8][cH:9][c:10]([C:12](=[O:13])[O:14][CH3:15])[s:11]2)[n:6]1.[ClH:16].[Na+:18].[OH-:17]>>[CH3:1][c:2]1[n:3][o:4][c:5](-[c:7]2[cH:8][cH:9][c:10]([C:12](=[O:13])[OH:14])[s:11]2)[n:6]1.